Dataset: the Open Reaction Database (ORD), a public repository of structured organic reaction records. Task: describe an organic reaction: reactants, conditions, products, and yield Reactants: Cn1ccnc1, Cc1cc(C)c2cc3c(cc2n1)C=CC(C)(C)O3, CCOC(C)=O, [O-]Cl, [Mn], [Na+], [Na+], [Na+], O, O=S([O-])([O-])=S. Yields the product Cc1cc(C)c2cc3c(cc2n1)C1OC1C(C)(C)O3. RXN SMILES: [CH3:19][n:20]1[cH:21][cH:22][n:23][cH:24]1.[CH3:1][C:2]1([CH3:18])[CH:3]=[CH:4][c:5]2[c:6]([cH:7][c:8]3[c:9]([CH3:16])[cH:10][c:11]([CH3:15])[n:12][c:13]3[cH:14]2)[O:17]1.[CH3:35][CH2:36][O:37][C:38](=[O:39])[CH3:40].[Cl:25][O-:26].[Mn:42].[Na+:27].[Na+:33].[Na+:34].[OH2:41].[S:28]([O-:29])(=[O:30])([O-:31])=[S:32]>>[CH3:1][C:2]1([CH3:18])[CH:3]2[CH:4]([c:5]3[c:6]([cH:7][c:8]4[c:9]([CH3:16])[cH:10][c:11]([CH3:15])[n:12][c:13]4[cH:14]3)[O:17]1)[O:30]2. Reactants: C(C)O (ethanol), C/C(=N\[Si](C)(C)C)/O[Si](C)(C)C (N,O-bis(trimethylsilyl)acetamide), NC1[C@@H]2N(C(=C(CS2)CSC=2N(N=C(C(N2)=O)O)C)C(=O)O)C1=O (7-amino-3-[(2,5-dihydro-6-hydroxy-2-methyl-5-oxo-1,2,4-triazin-3-yl)thiomethyl]ceph-3-em-4-carboxylic acid), S1C(=NC2=C1C=CC=C2)SC(C(=O)C=2N=C(SC2)N)=O (2-(2-amino-4-thiazolyl)-2-oxothioacetic-acid-S-benzothiazol-2-ylester). The solvent is ClCCl (dichloromethane). Reaction conditions: time 2 hour. Yields the product NC=1SC=C(N1)C(C(=O)NC1[C@@H]2N(C(=C(CS2)CSC=2N(N=C(C(N2)=O)O)C)C(=O)O)C1=O)=O (7-[[(2-amino-4-thiazolyl)-2-oxoacetyl]amino]-3-[(2,5-dihydro-6-hydroxy-2-methyl-5-oxo-1,2,4-triazin-3-yl)thiomethyl]ceph-3-em-4-carboxylic acid). As a reaction SMILES: C/C(/O[Si](C)(C)C)=N\[Si](C)(C)C.[NH2:13][CH:14]1[C:35](=[O:36])[N:16]2[C:17]([C:32]([OH:34])=[O:33])=[C:18]([CH2:21][S:22][C:23]3[N:24]([CH3:31])[N:25]=[C:26]([OH:30])[C:27](=[O:29])[N:28]=3)[CH2:19][S:20][C@H:15]12.S1C2C=CC=CC=2N=C1S[C:47](=[O:56])[C:48]([C:50]1[N:51]=[C:52]([NH2:55])[S:53][CH:54]=1)=[O:49].C(O)C>ClCCl>[NH2:55][C:52]1[S:53][CH:54]=[C:50]([C:48](=[O:49])[C:47]([NH:13][CH:14]2[C:35](=[O:36])[N:16]3[C:17]([C:32]([OH:34])=[O:33])=[C:18]([CH2:21][S:22][C:23]4[N:24]([CH3:31])[N:25]=[C:26]([OH:30])[C:27](=[O:29])[N:28]=4)[CH2:19][S:20][C@H:15]23)=[O:56])[N:51]=1. Procedure details: 14.85 ml of N,O-bis(trimethylsilyl)acetamide are added at 30° to 7.4 g of 7-amino-3-[(2,5-dihydro-6-hydroxy-2-methyl-5-oxo-1,2,4-triazin-3-yl)thiomethyl]ceph-3-em-4-carboxylic acid (water content: 3.7%) in 50 ml of dichloromethane. After two hours at 30°, the mixture is cooled to -15°. 8.1 g of 2-(2-amino-4-thiazolyl)-2-oxothioacetic-acid-S-benzothiazol-2-ylester are added, and stirred for six hours at -15°. The preparation is added to 500 ml of ethanol which has been warmed to 50°, then cooled ...